This data is from the Open Reaction Database (ORD), a public repository of structured organic reaction records. The task is: describe an organic reaction: reactants, conditions, products, and yield Reactants: CCOC(=O)C1(CO)CCOCC1, CO, [Li+], [OH-], O, O. The product is O=C(O)C1(CO)CCOCC1. Reaction SMILES: [CH2:4]([CH3:5])[O:6][C:7](=[O:8])[C:9]1([CH2:15][OH:16])[CH2:10][CH2:11][O:12][CH2:13][CH2:14]1.[CH3:18][OH:19].[Li+:3].[OH-:2].[OH2:17].[OH2:1]>>[O:6]=[C:7]([OH:8])[C:9]1([CH2:15][OH:16])[CH2:10][CH2:11][O:12][CH2:13][CH2:14]1. The reactants are CC1(C=2C(OC1)=CC=1OCC3(C(N(C4=CC=CC=C34)CC3CCN(CC3)C(=O)OC(C)(C)C)=O)C1C2)C (tert-butyl 4-[(5,5-dimethyl-2′-oxo-5,6-dihydrospiro[benzo[1,2-b:5,4-b′]difuran-3,3′-indol]-1′(2′H)-yl)methyl]piperidine-1-carboxylate), Br (hydrobromic acid). The solvent is ClCCl (dichloromethane). Reaction conditions: time 1 hour. The product is CC1(C=2C(OC1)=CC=1OCC3(C(N(C4=CC=CC=C34)CC3CCNCC3)=O)C1C2)C (5,5-dimethyl-1′-(piperidin-4-ylmethyl)-5,6-dihydrospiro[benzo[1,2-b:5,4-b′]difuran-3,3′-indol]-2′(1′H)-one). Yield: 46.8%. RXN SMILES: [CH3:1][C:2]1([CH3:37])[CH2:6][O:5][C:4]2=[CH:7][C:8]3[O:9][CH2:10][C:11]4([C:35]=3[CH:36]=[C:3]12)[C:19]1[C:14](=[CH:15][CH:16]=[CH:17][CH:18]=1)[N:13]([CH2:20][CH:21]1[CH2:26][CH2:25][N:24](C(OC(C)(C)C)=O)[CH2:23][CH2:22]1)[C:12]4=[O:34].Br>ClCCl>[CH3:1][C:2]1([CH3:37])[CH2:6][O:5][C:4]2=[CH:7][C:8]3[O:9][CH2:10][C:11]4([C:35]=3[CH:36]=[C:3]12)[C:19]1[C:14](=[CH:15][CH:16]=[CH:17][CH:18]=1)[N:13]([CH2:20][CH:21]1[CH2:22][CH2:23][NH:24][CH2:25][CH2:26]1)[C:12]4=[O:34]. Procedure details: To a stirred solution of tert-butyl 4-[(5,5-dimethyl-2′-oxo-5,6-dihydrospiro[benzo[1,2-b:5,4-b′]difuran-3,3′-indol]-1′(2′H)-yl)methyl]piperidine-1-carboxylate (80 mg, 0.16 m mol) in 10.0 mL dichloromethane was added hydrobromic acid (0.50 mL of hydrobromic acid ≧33% in glacial acetic acid, 1.60 mmol) slowly at 0° C. The mixture was stirred at ambient temperature for one hour and concentrated in vacuo to dryness. The residue was treated with 10.0 mL of 2 N sodium hydroxide solution and extracted ... Reactants: CS(C)=O, O=[N+]([O-])c1ccc(Cl)cc1Cl, [Na+], [OH-], O. Yields the product O=[N+]([O-])c1ccc(Cl)cc1O. Reaction SMILES: [CH3:12][S:13](=[O:14])[CH3:15].[Cl:1][c:2]1[c:3]([N+:9](=[O:10])[O-:11])[cH:4][cH:5][c:6]([Cl:8])[cH:7]1.[Na+:17].[OH-:16].[OH2:18]>>[c:2]1([OH:14])[c:3]([N+:9](=[O:10])[O-:11])[cH:4][cH:5][c:6]([Cl:8])[cH:7]1. Starting materials: C(=O)(N1C=NC=C1)N1C=NC=C1 (Carbonyldiimidazole), CC1(CC2=C(SC=C2)S1(=O)=O)C(=O)O (2,3-dihydro-2-methylthieno[2,3-b]thiophene-2-carboxylic acid-1,1-dioxide), ClC(C)Cl (dichloroethane). Yields the product CC1(CC2=C(SC=C2)S1(=O)=O)C(=O)N (2,3-Dihydro-2-methylthieno[2,3-b]thiophene-2-carboxamide-1,1-dioxide). Isolated yield 52.9%. RXN SMILES: C(N1C=CN=C1)([N:3]1C=CN=C1)=O.[CH3:13][C:14]1([C:24]([OH:26])=O)[S:21](=[O:23])(=[O:22])[C:17]2[S:18][CH:19]=[CH:20][C:16]=2[CH2:15]1.ClC(Cl)C>>[CH3:13][C:14]1([C:24]([NH2:3])=[O:26])[S:21](=[O:23])(=[O:22])[C:17]2[S:18][CH:19]=[CH:20][C:16]=2[CH2:15]1. Procedure: Carbonyldiimidazole (13.3 g, 82.0 mmol) was added to a solution of 2,3-dihydro-2-methylthieno[2,3-b]thiophene-2-carboxylic acid-1,1-dioxide (12.7 g, 54.7 mmol) in dry, degassed DMF (200 mL). The reaction was stirred under N2 until an aliquot quenched with methanol showed no more starting material by tlc (about 1 h). An excess of a saturated solution of NH3 (g) in CHCl3 was added and the reaction stirred 1.5 h. The reaction was diluted with water and extracted with ethyl acetate 3X. The combined ... Solvent: CO (methanol). Procedure details: A example of this step is a solution of cis-hexahydro-2-oxo-cyclopenta[b]pyrrole-1(2H)-acetic acid ethyl ester (3.25 g, 0.0154 mole) in methanol (200 ml) is saturated with anhydrous ammonia and stirred at ambient temperature 24 hours. The solution is concentrated at reduced pressure to yield a solid. Recrystallization from acetonitrile yields pure cis-hexahydro-2-oxo-cyclopenta[b]pyrrole-1(2H)acetamide with a mp 142.5°-143.5° C. ##STR4## Starting materials: C(C)OC(CN1[C@@H]2[C@H](CC1=O)CCC2)=O (cis-hexahydro-2-oxo-cyclopenta[b]pyrrole-1(2H)-acetic acid ethyl ester), N (ammonia). RXN SMILES: C([O:3][C:4](=O)[CH2:5][N:6]1[C:10](=[O:11])[CH2:9][C@@H:8]2[CH2:12][CH2:13][CH2:14][C@H:7]12)C.[NH3:16]>CO>[O:11]=[C:10]1[N:6]([CH2:5][C:4]([NH2:16])=[O:3])[C@H:7]2[CH2:14][CH2:13][CH2:12][C@H:8]2[CH2:9]1. Yields the product O=C1C[C@H]2[C@@H](N1CC(=O)N)CCC2 (cis-hexahydro-2-oxo-cyclopenta[b]pyrrole-1(2H)acetamide). Run at time 24 hour.